From a dataset of the Open Reaction Database (ORD), a public repository of structured organic reaction records. describe an organic reaction: reactants, conditions, products, and yield The reactants are CN, [Cl-], [Cl-], [Cl-], [Cl-], O=C1CN=C(c2ccccc2Cl)c2cc([N+](=O)[O-])ccc2N1, C1CCOC1, O, [Ti+4], c1ccccc1. The product is CNC1=Nc2ccc([N+](=O)[O-])cc2C(c2ccccc2Cl)=NC1. Reaction SMILES: [CH3:34][NH2:35].[Cl-:36].[Cl-:37].[Cl-:38].[Cl-:39].[Cl:1][c:2]1[c:3]([C:8]2=[N:9][CH2:10][C:11](=[O:22])[NH:12][c:13]3[c:14]2[cH:15][c:16]([N+:19](=[O:20])[O-:21])[cH:17][cH:18]3)[cH:4][cH:5][cH:6][cH:7]1.[O:23]1[CH2:24][CH2:25][CH2:26][CH2:27]1.[OH2:41].[Ti+4:40].[cH:28]1[cH:29][cH:30][cH:31][cH:32][cH:33]1>>[Cl:1][c:2]1[c:3]([C:8]2=[N:9][CH2:10][C:11]([NH:35][CH3:34])=[N:12][c:13]3[c:14]2[cH:15][c:16]([N+:19](=[O:20])[O-:21])[cH:17][cH:18]3)[cH:4][cH:5][cH:6][cH:7]1. Starting materials: C(C)OC(C(C(C1=C(C=C(C(=C1)F)Cl)Cl)=O)=COCC)=O (2,4-Dichloro-alpha(ethoxymethylene)-5-fluoro-beta-oxo-benzene propanoic acid ethyl ester), C1(CC1)N (cyclopropylamine). Run in C(Cl)Cl (methylene chloride). Conditions: time 1 hour. Yields the product ClC1=C(C=C2C(C(=CN(C2=C1)C1CC1)C(=O)O)=O)F (7-Chloro-6-fluoro-1-cyclopropyl-1,4-dihydro-4-oxo-quinoline-3-carboxylic acid). RXN SMILES: C([O:3][C:4](=[O:21])[C:5](=[CH:17]OCC)[C:6](=[O:16])[C:7]1[CH:12]=[C:11]([F:13])[C:10]([Cl:14])=[CH:9][C:8]=1Cl)C.[CH:22]1([NH2:25])[CH2:24][CH2:23]1>C(Cl)Cl>[Cl:14][C:10]1[CH:9]=[C:8]2[C:7]([C:6](=[O:16])[C:5]([C:4]([OH:3])=[O:21])=[CH:17][N:25]2[CH:22]2[CH2:24][CH2:23]2)=[CH:12][C:11]=1[F:13]. Procedure: To a solution of 4 (80 g) in methylene chloride (800 mL), cyclopropylamine (44.0 g) was added with cooling below 10° C. The mixture was stirred at room temperature for 1 h and evaporated to a dry mixture. To the dry mixture in dimethoxyethane (800 mL), a 60% sodium hydride-in-oil suspension (12.0 g) was added slowly with cooling and stirring. The mixture was heated at 80-85° C. for 3 h under nitrogen atmosphere. It was cooled and water (5 L) was added and the precipitate was filtered and washed ...